describe an organic reaction: reactants, conditions, products, and yield From a dataset of the Open Reaction Database (ORD), a public repository of structured organic reaction records. Procedure details: 4-chloro-5-iodo-7-methyl-7H-pyrrolo[2,3-d]pyrimidine (90 mg, 0.31 mmol) was taken up in 7N NH3/MeOH and heated in a sealed tube at 110° C. overnight. Reaction was concentrated in vacuo to give a brown/off-white solid. RXN SMILES: Cl[C:2]1[C:3]2[C:10]([I:11])=[CH:9][N:8]([CH3:12])[C:4]=2[N:5]=[CH:6][N:7]=1.[NH3:13].CO>>[I:11][C:10]1[C:3]2[C:2]([NH2:13])=[N:7][CH:6]=[N:5][C:4]=2[N:8]([CH3:12])[CH:9]=1 |f:1.2|. The product is IC1=CN(C=2N=CN=C(C21)N)C (5-iodo-7-methyl-7H-pyrrolo[2,3-d]pyrimidin-4-amine). Reaction conditions: temperature 110 celsius. Starting materials: ClC=1C2=C(N=CN1)N(C=C2I)C (4-chloro-5-iodo-7-methyl-7H-pyrrolo[2,3-d]pyrimidine), N.CO (NH3 MeOH). The reactants are ClC=1C2=C(N=C(N1)C)C(=NN2C)C (7-chloro-1,3,5-trimethyl-1H-pyrazolo[4,3-d]pyrimidine), NC(CO)CC (2-amino-1-butanol), [OH-].[NH4+] (ammonium hydroxide). The solvent is C1(=CC=CC=C1)C (toluene). Product: CN1N=C(C=2N=C(N=C(C21)NC(CO)CC)C)C (2-[1,3,5-trimethyl-1-H-pyrazolo[4,3-d]pyrimidin-7-yl]amino-1-butanol). Isolated yield 30.1%. As a reaction SMILES: Cl[C:2]1[C:3]2[N:11]([CH3:12])[N:10]=[C:9]([CH3:13])[C:4]=2[N:5]=[C:6]([CH3:8])[N:7]=1.[NH2:14][CH:15]([CH2:18][CH3:19])[CH2:16][OH:17].[OH-].[NH4+]>C1(C)C=CC=CC=1>[CH3:12][N:11]1[C:3]2[C:2]([NH:14][CH:15]([CH2:18][CH3:19])[CH2:16][OH:17])=[N:7][C:6]([CH3:8])=[N:5][C:4]=2[C:9]([CH3:13])=[N:10]1 |f:2.3|. Procedure details: A mixture of 8 g (0.04 mol) of 7-chloro-1,3,5-trimethyl-1H-pyrazolo[4,3-d]pyrimidine (Ex. 3) and 9 g (0.1 mol) of 2-amino-1-butanol in 75 ml of toluene is heated on the steam bath four hours. The warm solution is shaken with 100 ml of 4N ammonium hydroxide. The aqueous extract is concentrated in vacuo to give 3 g of 2-[1,3,5-trimethyl-1-H-pyrazolo[4,3-d]pyrimidin-7-yl]amino-1-butanol, mp 165°-168° C. Another 2.2 g of product is obtained by concentrating the toluene solution.